The task is: describe an organic reaction: reactants, conditions, products, and yield. This data is from the Open Reaction Database (ORD), a public repository of structured organic reaction records. Reactants: BrC=1C=CC(=NC1)O[C@H]1C2CN3CC(CC1C3)C2 ((4s)-4-(5-Bromopyridin-2-yloxy)-1-azatricyclo[3.3.1.13,7]decane), N1C=CC2=CC(=CC=C12)B(O)O (5-indolylboronic acid), N (NH3). The product is N1C=CC2=CC(=CC=C12)C=1C=CC(=NC1)O[C@H]1C2CN3CC(CC1C3)C2 ((4s)-4-[5-(1H-Indol-5-yl)pyridin-2-yloxy]-1-azatricyclo[3.3.1.13,7]decane). As a reaction SMILES: Br[C:2]1[CH:3]=[CH:4][C:5]([O:8][C@@H:9]2[CH:16]3[CH2:17][N:12]4[CH2:13][CH:14]([CH2:18][CH:10]2[CH2:11]4)[CH2:15]3)=[N:6][CH:7]=1.[NH:19]1[C:27]2[C:22](=[CH:23][C:24](B(O)O)=[CH:25][CH:26]=2)[CH:21]=[CH:20]1.N>>[NH:19]1[C:27]2[C:22](=[CH:23][C:24]([C:2]3[CH:3]=[CH:4][C:5]([O:8][C@@H:9]4[CH:16]5[CH2:17][N:12]6[CH2:13][CH:14]([CH2:18][CH:10]4[CH2:11]6)[CH2:15]5)=[N:6][CH:7]=3)=[CH:25][CH:26]=2)[CH:21]=[CH:20]1. Reported procedure: Prepared from the product of Example 10C (45 mg, 0.14 mmol) and 5-indolylboronic acid (33 mg, 0.204 mmol; Maybridge) according to Method G: MS (DCI/NH3) m/z=346 (M+H)+. The reactants are ClC1=CC(=CC=C1)C(=O)OO (3-chloroperbenzoic acid), COC1=CC=C(C=C1)C=1N=C(NC1C1=CC=C(C=C1)OC)SC1=CC=C(C=C1)C(F)(F)F (4,5-bis(4-methoxyphenyl)-2-(4-trifluoromethylphenylthio)imidazole). The solvent is ClCCl (dichloromethane), ClCCl (dichloromethane). Reaction conditions: time 3 hour. Product: COC1=CC=C(C=C1)C=1N=C(NC1C1=CC=C(C=C1)OC)S(=O)C1=CC=C(C=C1)C(F)(F)F (4,5-bis(4-methoxyphenyl)-2-(4-trifluoromethylphenylsulfinyl)imidazole). Isolated yield 90.1%. RXN SMILES: ClC1C=CC=C(C(OO)=[O:9])C=1.[CH3:12][O:13][C:14]1[CH:19]=[CH:18][C:17]([C:20]2[N:21]=[C:22]([S:33][C:34]3[CH:39]=[CH:38][C:37]([C:40]([F:43])([F:42])[F:41])=[CH:36][CH:35]=3)[NH:23][C:24]=2[C:25]2[CH:30]=[CH:29][C:28]([O:31][CH3:32])=[CH:27][CH:26]=2)=[CH:16][CH:15]=1>ClCCl>[CH3:12][O:13][C:14]1[CH:15]=[CH:16][C:17]([C:20]2[N:21]=[C:22]([S:33]([C:34]3[CH:39]=[CH:38][C:37]([C:40]([F:42])([F:43])[F:41])=[CH:36][CH:35]=3)=[O:9])[NH:23][C:24]=2[C:25]2[CH:26]=[CH:27][C:28]([O:31][CH3:32])=[CH:29][CH:30]=2)=[CH:18][CH:19]=1. Procedure details: A solution of 2.164 g of 3-chloroperbenzoic acid (80%) in 150 ml of dichloromethane is added dropwise to a solution of 4.57 g of 4,5-bis(4-methoxyphenyl)-2-(4-trifluoromethylphenylthio)imidazole in 100 ml of dichloromethane. The mixture is agitated for 3 hours at room temperature, the solution is washed with sodium bicarbonate solution, dried over sodium sulfate, and concentrated to dryness under vacuum. The residue is chromatographed on 150 g of silica gel with acetone/hexane, thus producing 4.... Conditions: temperature 60 celsius, time 24 hour. Procedure: Methyl 2-((S)-6-((R)-7-fluoro-4-(4-hydroxy-2,6-dimethylphenyl)-2,3-dihydro-1H-inden-1-yloxy)-2,3-dihydrobenzofuran-3-yl)acetate (Intermediate 28-29) (46.3 mg) and 5-(chloromethyl)-1-methyl-1H-pyrazole hydrochloride (50.1 mg) were suspended in dimethylformamide (1.8 mL) and potassium carbonate (62 mg) was added. The reaction mixture was shaken for 24 h at 60° C. Another portion of 5-(chloromethyl)-1-methyl-1H-pyrazole hydrochloride (50.1 mg) and potassium carbonate (62 mg) was added and the mixtu... Reaction SMILES: [F:1][C:2]1[CH:3]=[CH:4][C:5]([C:26]2[C:31]([CH3:32])=[CH:30][C:29]([OH:33])=[CH:28][C:27]=2[CH3:34])=[C:6]2[C:10]=1[C@H:9]([O:11][C:12]1[CH:25]=[CH:24][C:15]3[C@H:16]([CH2:19][C:20]([O:22][CH3:23])=[O:21])[CH2:17][O:18][C:14]=3[CH:13]=1)[CH2:8][CH2:7]2.Cl.Cl[CH2:37][C:38]1[N:42]([CH3:43])[N:41]=[CH:40][CH:39]=1.C(=O)([O-])[O-].[K+].[K+]>CN(C)C=O>[CH3:34][C:27]1[CH:28]=[C:29]([O:33][CH2:37][C:38]2[N:42]([CH3:43])[N:41]=[CH:40][CH:39]=2)[CH:30]=[C:31]([CH3:32])[C:26]=1[C:5]1[CH:4]=[CH:3][C:2]([F:1])=[C:10]2[C:6]=1[CH2:7][CH2:8][C@H:9]2[O:11][C:12]1[CH:25]=[CH:24][C:15]2[C@H:16]([CH2:19][C:20]([O:22][CH3:23])=[O:21])[CH2:17][O:18][C:14]=2[CH:13]=1 |f:1.2,3.4.5|. Yields the product CC1=C(C(=CC(=C1)OCC1=CC=NN1C)C)C1=C2CC[C@H](C2=C(C=C1)F)OC1=CC2=C([C@@H](CO2)CC(=O)OC)C=C1 (Methyl 2-((S)-6-((R)-4-(2,6-dimethyl-4-((1-methyl-1H-pyrazol-5-yl)methoxy)phenyl)-7-fluoro-2,3-dihydro-1H-inden-1-yloxy)-2,3-dihydrobenzofuran-3-yl)acetate). Reactants: FC=1C=CC(=C2CC[C@H](C12)OC1=CC2=C([C@@H](CO2)CC(=O)OC)C=C1)C1=C(C=C(C=C1C)O)C (Methyl 2-((S)-6-((R)-7-fluoro-4-(4-hydroxy-2,6-dimethylphenyl)-2,3-dihydro-1H-inden-1-yloxy)-2,3-dihydrobenzofuran-3-yl)acetate), C([O-])([O-])=O.[K+].[K+] (potassium carbonate), FC=1C=CC(=C2CC[C@H](C12)OC1=CC2=C([C@@H](CO2)CC(=O)OC)C=C1)C1=C(C=C(C=C1C)O)C (Methyl 2-((S)-6-((R)-7-fluoro-4-(4-hydroxy-2,6-dimethylphenyl)-2,3-dihydro-1H-inden-1-yloxy)-2,3-dihydrobenzofuran-3-yl)acetate), Cl.ClCC1=CC=NN1C (5-(chloromethyl)-1-methyl-1H-pyrazole hydrochloride), Cl.ClCC1=CC=NN1C (5-(chloromethyl)-1-methyl-1H-pyrazole hydrochloride), C([O-])([O-])=O.[K+].[K+] (potassium carbonate). The solvent is CN(C=O)C (dimethylformamide). Starting materials: N[C@H]([C@@H](C(=O)NC1CC1)O)CC ((2S,3S)-3-amino-N-cyclopropyl-2-hydroxypentanamide), Cl.C1=C(C=CC2=CC=CC=C12)CCN (2-(naphthalen-2-yl)ethanamine hydrochloride). Product: N[C@H]([C@@H](C(=O)NCCC1=CC2=CC=CC=C2C=C1)O)CC ((2S,3S)-3-Amino-2-hydroxy-N-(2-(naphthalen-2-yl)ethyl)pentanamide). Reaction SMILES: [NH2:1][C@@H:2]([CH2:11][CH3:12])[C@H:3]([OH:10])[C:4](NC1CC1)=[O:5].Cl.[CH:14]1[C:23]2[C:18](=[CH:19][CH:20]=[CH:21][CH:22]=2)[CH:17]=[CH:16][C:15]=1[CH2:24][CH2:25][NH2:26]>>[NH2:1][C@@H:2]([CH2:11][CH3:12])[C@H:3]([OH:10])[C:4]([NH:26][CH2:25][CH2:24][C:15]1[CH:16]=[CH:17][C:18]2[C:23](=[CH:22][CH:21]=[CH:20][CH:19]=2)[CH:14]=1)=[O:5] |f:1.2|. Reported procedure: The title compound was prepared in analogy to (2S,3S)-3-amino-N-cyclopropyl-2-hydroxypentanamide, Representative Procedure B, using 2-(naphthalen-2-yl)ethanamine hydrochloride in the seventh step (step B7). The reactants are Cc1csc2c(Cl)nc(Cl)nc12, NCc1ccccc1, CN(C)C=O, O. Yields the product Cc1csc2c(NCc3ccccc3)nc(Cl)nc12. As a reaction SMILES: [Cl:1][c:2]1[n:3][c:4]([Cl:12])[c:5]2[c:6]([n:7]1)[c:8]([CH3:11])[cH:9][s:10]2.[NH2:13][CH2:14][c:15]1[cH:16][cH:17][cH:18][cH:19][cH:20]1.[O:22]=[CH:23][N:24]([CH3:25])[CH3:26].[OH2:21]>>[Cl:1][c:2]1[n:3][c:4]([NH:13][CH2:14][c:15]2[cH:16][cH:17][cH:18][cH:19][cH:20]2)[c:5]2[c:6]([n:7]1)[c:8]([CH3:11])[cH:9][s:10]2. Starting materials: CCN(C(C)C)C(C)C, CC(C)CCCC(C)C1CCC2C3CC=C4CC(OC(=O)Cl)CCC4(C)C3CCC12C, ClCCl, NCCN. Product: NCCN, CC(C)CCCC(C)C1CCC2C3CC=C4CC(O)CCC4(C)C3CCC12C. Reaction SMILES: [CH:36]([N:37]([CH:38]([CH3:39])[CH3:40])[CH2:41][CH3:42])([CH3:43])[CH3:44].[Cl:1][C:2](=[O:3])[O:4][CH:5]1[CH2:6][C:7]2=[CH:8][CH2:9][CH:10]3[CH:11]4[CH2:12][CH2:13][CH:14]([CH:15]([CH2:16][CH2:17][CH2:18][CH:19]([CH3:20])[CH3:21])[CH3:22])[C:23]4([CH3:31])[CH2:24][CH2:25][CH:26]3[C:27]2([CH3:30])[CH2:28][CH2:29]1.[Cl:45][CH2:46][Cl:47].[NH2:32][CH2:33][CH2:34][NH2:35]>>[NH2:32][CH2:33][CH2:34][NH2:35].[OH:4][CH:5]1[CH2:6][C:7]2=[CH:8][CH2:9][CH:10]3[CH:11]4[CH2:12][CH2:13][CH:14]([CH:15]([CH2:16][CH2:17][CH2:18][CH:19]([CH3:20])[CH3:21])[CH3:22])[C:23]4([CH3:31])[CH2:24][CH2:25][CH:26]3[C:27]2([CH3:30])[CH2:28][CH2:29]1. Starting materials: ClC1=NC(=CC=C1[N+](=O)[O-])OC (2-chloro-6-(methyloxy)-3-nitropyridine), COC(CN)OC (aminoacetaldehyde dimethylacetal), C([O-])([O-])=O.[K+].[K+] (potassium carbonate). Solvent: C(C)#N (acetonitrile), CN(C)C=O (DMF). Conditions: temperature 40 celsius. Yields the product COC(CNC1=NC(=CC=C1[N+](=O)[O-])OC)OC (N-[2,2-Bis(methyloxy)ethyl]-6-(methyloxy)-3-nitro-2-pyridineamine). As a reaction SMILES: Cl[C:2]1[C:7]([N+:8]([O-:10])=[O:9])=[CH:6][CH:5]=[C:4]([O:11][CH3:12])[N:3]=1.[CH3:13][O:14][CH:15]([O:18][CH3:19])[CH2:16][NH2:17].C(=O)([O-])[O-].[K+].[K+]>C(#N)C.CN(C=O)C>[CH3:13][O:14][CH:15]([O:18][CH3:19])[CH2:16][NH:17][C:2]1[C:7]([N+:8]([O-:10])=[O:9])=[CH:6][CH:5]=[C:4]([O:11][CH3:12])[N:3]=1 |f:2.3.4|. Procedure details: A mixture of 2-chloro-6-(methyloxy)-3-nitropyridine (10 g, 53 mmol), aminoacetaldehyde dimethylacetal (5.6 g, 6.2 ml, 53 mmol) and potassium carbonate (7.4 g, 53 mmol) in acetonitrile (100 mL) and DMF (10 mL) was heated at 40° C. for 30 minutes. The mixture was filtered and extracted with DCM and brine. The organic extract was added to a silica column which was then eluted with 0-100% ethyl acetate in hexane affording a yellow solid (12.4 g, 90%). The reactants are CNC(=O)CNC(=O)c1cc(Oc2ccc(N)cc2)ccn1, Cl, CNC(=O)CN. Product: CN(C)C(=O)CNC(=O)c1cc(Oc2ccc(N)cc2)ccn1. Reaction SMILES: [CH3:1][NH:2][C:3](=[O:4])[CH2:5][NH:6][C:7](=[O:8])[c:9]1[n:10][cH:11][cH:12][c:13]([O:15][c:16]2[cH:17][cH:18][c:19]([NH2:22])[cH:20][cH:21]2)[cH:14]1.[ClH:23].[NH2:24][CH2:25][C:26]([NH:27][CH3:28])=[O:29]>>[CH3:1][N:2]([C:3](=[O:4])[CH2:5][NH:6][C:7](=[O:8])[c:9]1[n:10][cH:11][cH:12][c:13]([O:15][c:16]2[cH:17][cH:18][c:19]([NH2:22])[cH:20][cH:21]2)[cH:14]1)[CH3:25]. Starting materials: O=[N+]([O-])c1ccc(F)cc1, CN(C)C=O, OCCNCCO. The product is O=[N+]([O-])c1ccc(N(CCO)CCO)cc1. Reaction SMILES: [F:8][c:9]1[cH:10][cH:11][c:12]([N+:15](=[O:16])[O-:17])[cH:13][cH:14]1.[O:18]=[CH:19][N:20]([CH3:21])[CH3:22].[OH:1][CH2:2][CH2:3][NH:4][CH2:5][CH2:6][OH:7]>>[OH:1][CH2:2][CH2:3][N:4]([CH2:5][CH2:6][OH:7])[c:9]1[cH:10][cH:11][c:12]([N+:15](=[O:16])[O-:17])[cH:13][cH:14]1.